Task: describe an organic reaction: reactants, conditions, products, and yield. Dataset: the Open Reaction Database (ORD), a public repository of structured organic reaction records Reactants: COC(=O)c1c(C)cccc1CBr, CN1CCCN(C)C1=O, CC(C)(C)[O-], OC1CCCC(O)C1, Clc1ccccc1, [K+], O. Yields the product COC(=O)c1c(C)cccc1COC1CCCC(O)C1. As a reaction SMILES: [Br:15][CH2:16][c:17]1[c:18]([C:19](=[O:20])[O:21][CH3:22])[c:23]([CH3:27])[cH:24][cH:25][cH:26]1.[CH3:36][N:37]1[CH2:38][CH2:39][CH2:40][N:41]([CH3:42])[C:43]1=[O:44].[CH3:9][C:10]([CH3:11])([O-:12])[CH3:13].[CH:1]1([OH:8])[CH2:2][CH:3]([OH:7])[CH2:4][CH2:5][CH2:6]1.[Cl:29][c:30]1[cH:31][cH:32][cH:33][cH:34][cH:35]1.[K+:14].[OH2:28]>>[CH:1]1([O:8][CH2:16][c:17]2[c:18]([C:19](=[O:20])[O:21][CH3:22])[c:23]([CH3:27])[cH:24][cH:25][cH:26]2)[CH2:2][CH:3]([OH:7])[CH2:4][CH2:5][CH2:6]1. The reactants are CCc1ccccc1-c1cccc(CBr)c1OCc1ccc(C(=O)OC(C)(C)C)cc1, [C-]#N, CS(C)=O, [Na+]. Yields the product CCc1ccccc1-c1cccc(CC#N)c1OCc1ccc(C(=O)OC(C)(C)C)cc1. RXN SMILES: [Br:1][CH2:2][c:3]1[cH:4][cH:5][cH:6][c:7](-[c:24]2[c:25]([CH2:26][CH3:27])[cH:28][cH:29][cH:30][cH:31]2)[c:8]1[O:9][CH2:10][c:11]1[cH:12][cH:13][c:14]([C:15](=[O:16])[O:17][C:18]([CH3:19])([CH3:20])[CH3:21])[cH:22][cH:23]1.[C-:32]#[N:33].[CH3:35][S:36]([CH3:37])=[O:38].[Na+:34]>>[CH2:2]([c:3]1[cH:4][cH:5][cH:6][c:7](-[c:24]2[c:25]([CH2:26][CH3:27])[cH:28][cH:29][cH:30][cH:31]2)[c:8]1[O:9][CH2:10][c:11]1[cH:12][cH:13][c:14]([C:15](=[O:16])[O:17][C:18]([CH3:19])([CH3:20])[CH3:21])[cH:22][cH:23]1)[C:32]#[N:33].